This data is from the Open Reaction Database (ORD), a public repository of structured organic reaction records. The task is: describe an organic reaction: reactants, conditions, products, and yield Reactants: CCOP(=O)(OCC)C(C#N)C(C)C, C[Si](C)(C)[N-][Si](C)(C)C, CC(C)=CCCC(C)=CC=O, Cc1ccccc1, [K+], O. Product: CC(C)=CCCC(C)=CC=C(C#N)C(C)C. Reaction SMILES: [CH2:1]([O:2][P:3]([O:4][CH2:5][CH3:6])(=[O:7])[CH:9]([C:10]#[N:11])[CH:12]([CH3:13])[CH3:14])[CH3:8].[CH3:15][Si:16]([N-:17][Si:18]([CH3:19])([CH3:20])[CH3:21])([CH3:22])[CH3:23].[CH3:25][C:26]([CH3:27])=[CH:28][CH2:29][CH2:30][C:31]([CH3:32])=[CH:33][CH:34]=[O:35].[CH3:37][c:38]1[cH:39][cH:40][cH:41][cH:42][cH:43]1.[K+:24].[OH2:36]>>[C:9]([C:10]#[N:11])([CH:12]([CH3:13])[CH3:14])=[CH:34][CH:33]=[C:31]([CH2:30][CH2:29][CH:28]=[C:26]([CH3:25])[CH3:27])[CH3:32]. Solvent: C1CCOC1 (THF). Conditions: temperature 50 celsius, time 24 hour. As a reaction SMILES: [C:1]([C:5]1[CH:9]=[C:8]([NH:10][C:11]([NH:13][C@@H:14]2[C:23]3[C:18](=[CH:19][CH:20]=[CH:21][CH:22]=3)[C@H:17]([O:24][C:25]3[CH:26]=[CH:27][C:28]4[N:29]([C:31]([N:34]5[CH2:39][CH2:38][O:37][CH2:36][C@@H:35]5[CH3:40])=[N:32][N:33]=4)[CH:30]=3)[CH2:16][CH2:15]2)=[O:12])[N:7]([CH2:41][CH2:42][O:43]S(C)(=O)=O)[N:6]=1)([CH3:4])([CH3:3])[CH3:2].CCN(C(C)C)C(C)C.[NH:57]1[CH2:62][CH2:61][O:60][CH2:59][CH2:58]1>C1COCC1>[CH:42]([OH:43])=[O:60].[C:1]([C:5]1[CH:9]=[C:8]([NH:10][C:11]([NH:13][C@@H:14]2[C:23]3[C:18](=[CH:19][CH:20]=[CH:21][CH:22]=3)[C@H:17]([O:24][C:25]3[CH:26]=[CH:27][C:28]4[N:29]([C:31]([N:34]5[CH2:39][CH2:38][O:37][CH2:36][C@@H:35]5[CH3:40])=[N:32][N:33]=4)[CH:30]=3)[CH2:16][CH2:15]2)=[O:12])[N:7]([CH2:41][CH2:42][N:57]2[CH2:62][CH2:61][O:60][CH2:59][CH2:58]2)[N:6]=1)([CH3:2])([CH3:3])[CH3:4] |f:4.5|. Procedure details: To a solution of Intermediate 142a (0.092 mmol) in THF (2 mL) was added DIPEA (64 μL, 0.37 mmol) and morpholine (21 μL, 0.37 mmol) and the reaction stirred at 50° C. for 24 h. The crude reaction mixture was cooled and partitioned between EtOAc and water. The aqueous phase was extracted with EtOAc (×3) and the combined organic layers were washed with brine, dried (MgSO4) and concentrated in vacuo. The resultant residue was purified by FCC on silica, using a gradient of 0-10% [2M NH3 in MeOH] in D... The product is C(=O)O.C(C)(C)(C)C=1C=C(N(N1)CCN1CCOCC1)NC(=O)N[C@H]1CC[C@H](C2=CC=CC=C12)OC=1C=CC=2N(C1)C(=NN2)N2[C@H](COCC2)C (1-[5-tert-Butyl-2-(2-morpholin-4-yl-ethyl)-2H-pyrazol-3-yl]-3-{(1S,4R)-4-[3-((S)-3-methyl-morpholin-4-yl)-[1,2,4]triazolo[4,3-a]pyridin-6-yloxy]-1,2,3,4-tetrahydro-naphthalen-1-yl}-urea formate salt). Yield: 64.9%. Reactants: C(C)(C)(C)C1=NN(C(=C1)NC(=O)N[C@H]1CC[C@H](C2=CC=CC=C12)OC=1C=CC=2N(C1)C(=NN2)N2[C@H](COCC2)C)CCOS(=O)(=O)C (Methanesulfonic acid 2-[3-tert-butyl-5-(3-{(1S,4R)-4-[3-((S)-3-methyl-morpholin-4-yl)-[1,2,4]triazolo[4,3-a]pyridin-6-yloxy]-1,2,3,4-tetrahydro-naphthalen-1-yl}-ureido)-pyrazol-1-yl]-ethyl ester), CCN(C(C)C)C(C)C (DIPEA), N1CCOCC1 (morpholine). Yields the product C(C=C)N1C([C@@H]([C@H]1S(=O)(=O)C1=CC=CC=C1)CO)=O (1-allyl-3-(S)-hydroxymethyl-4-(R)-phenylsulphonyl-2-azetidinone). Starting materials: [F-].C(CCC)[N+](CCCC)(CCCC)CCCC.C1CCOC1 (tetra-n-butylammonium fluoride THF), O.O.O.[F-].C(CCC)[N+](CCCC)(CCCC)CCCC (tetra-n-butylammonium fluoride trihydrate), C(C=C)N(C([C@H]1CO1)=O)CS(=O)(=O)C1=CC=CC=C1 (N-allyl-N-phenylsulphonylmethyl-(R)-glycidic acid amide). Reaction SMILES: [F-].C([N+](CCCC)(CCCC)CCCC)CCC.C1COCC1.O.O.O.[F-].C([N+](CCCC)(CCCC)CCCC)CCC.[CH2:45]([N:48]([CH2:54][S:55]([C:58]1[CH:63]=[CH:62][CH:61]=[CH:60][CH:59]=1)(=[O:57])=[O:56])[C:49](=[O:53])[C@@H:50]1[O:52][CH2:51]1)[CH:46]=[CH2:47]>O1CCCC1>[CH2:45]([N:48]1[C@H:54]([S:55]([C:58]2[CH:63]=[CH:62][CH:61]=[CH:60][CH:59]=2)(=[O:57])=[O:56])[C@@H:50]([CH2:51][OH:52])[C:49]1=[O:53])[CH:46]=[CH2:47] |f:0.1.2,3.4.5.6.7|. Reported procedure: 8 ml of a tetra-n-butylammonium fluoride/THF solution which has been prepared from 5 g of tetra-n-butylammonium fluoride trihydrate by drying at 60°/0.1 torr and making up to 20.0 ml with tetrahydrofuran is added to a solution of 201 mg (0.757 mmol) of N-allyl-N-phenylsulphonylmethyl-(R)-glycidic acid amide in 1 ml of tetrahydrofuran. The resulting reaction mixture is stirred for 2 hours at 0° and then partitioned between methylene chloride and phosphate buffer solution having a pH of 8.0. The c... Reaction conditions: time 2 hour. Solvent: O1CCCC1 (tetrahydrofuran). Run at temperature 65 celsius. Reaction SMILES: [Br:1][C:2]1[CH:17]=[CH:16][C:5]([O:6][C:7]2[CH:14]=[CH:13][C:10]([C:11]#[N:12])=[C:9]([Cl:15])[N:8]=2)=[CH:4][C:3]=1[CH:18]=[O:19].[Br:20][C:21]1[CH:26]=[CH:25][C:24]([OH:27])=[CH:23][C:22]=1[CH:28]1[O:32][CH2:31][CH2:30][O:29]1.C([O-])([O-])=O.[K+].[K+].[C:39](#[N:41])[CH3:40]>>[Br:1][C:2]1[CH:17]=[CH:16][C:5]([O:6][C:7]2[CH:14]=[CH:13][C:10]([C:11]#[N:12])=[C:9]([Cl:15])[N:8]=2)=[CH:4][C:3]=1[CH:18]1[O:27][CH2:24][CH2:23][O:19]1.[Br:20][C:21]1[CH:26]=[CH:25][C:24]([O:27][C:7]2[N:8]=[C:9]([Cl:15])[CH:10]=[CH:11][C:40]=2[C:39]#[N:41])=[CH:23][C:22]=1[CH:28]1[O:29][CH2:30][CH2:31][O:32]1 |f:2.3.4,6.7|. The reactants are BrC1=C(C=C(OC2=NC(=C(C#N)C=C2)Cl)C=C1)C=O (6-(4-Bromo-3-formyl-phenoxy)-2-chloro-nicotinonitrile), BrC1=C(C=C(C=C1)O)C1OCCO1 (4-Bromo-3-[1,3]dioxolan-2-yl-phenol), C(=O)([O-])[O-].[K+].[K+] (K2CO3), C(C)#N (acetonitrile). Procedure details: To a solution of 2,6-dichloro-nicotinonitrile (3) (7.06 g, 40.8 mmol) in acetonitrile (anhydrous, 300 mL) were added 4-bromo-3-[1,3]dioxolan-2-yl-phenol (2) (10 g, 40.8 mmol) and K2CO3 (5.63 g, 40.8 mmol). The reaction was heated at 65° C. for 3 hours. The solution was filtered and evaporated in vacuo to afford 15.6 g of the product mixture. 1H NMR (400 MHz, CHLOROFORM-d) δ ppm 7.94 (d, J=9.0 Hz, 2H), 7.62 (d, J=8.6 Hz, 2H), 7.46 (d, J=3.1 Hz, 1H), 7.41 (d, J=3.1 Hz, 1H), 7.18-7.08 (m, 2H), 7.05... The product is BrC1=C(C=C(OC2=NC(=C(C#N)C=C2)Cl)C=C1)C1OCCO1.BrC1=C(C=C(OC2=C(C#N)C=CC(=N2)Cl)C=C1)C1OCCO1 (6-(4-Bromo-3-[1,3]dioxolan-2-yl-phenoxy)-2-chloro-nicotinonitrile 2-(4-bromo-3-[1,3]dioxolan-2-yl-phenoxy)-6-chloro-nicotinonitrile). Reactants: C(=O)(O)[O-].[Na+] (NaHCO3), Cl.N[C@H](C(=O)NC(C)(C)C)CC1=CC=C(C=C1)OCC1=CC=CC=C1 ((S)-2-Amino-3-(4-benzyloxy-phenyl)-N-tert-butyl-propionamide monohydrochloride), C(CC(C)C)C(=O)CCC(C)C (diisoamyl ketone), C(C)(=O)O[BH-](OC(C)=O)OC(C)=O.[Na+] (sodium triacetoxyborohydride). Solvent: C(Cl)Cl (CH2Cl2). Run at time 30 minute. Yields the product Cl.C(C1=CC=CC=C1)OC1=CC=C(C=C1)C[C@@H](C(=O)NC(C)(C)C)NC(CCC(C)C)CCC(C)C ((S)-3-(4-Benzyloxy-phenyl)-N-tert-butyl-2-[4-methyl-1-(3-methyl-butyl)-pentylamino]-propionamide monohydrochloride). Yield: 30.3%. RXN SMILES: [ClH:1].[NH2:2][C@@H:3]([CH2:11][C:12]1[CH:17]=[CH:16][C:15]([O:18][CH2:19][C:20]2[CH:25]=[CH:24][CH:23]=[CH:22][CH:21]=2)=[CH:14][CH:13]=1)[C:4]([NH:6][C:7]([CH3:10])([CH3:9])[CH3:8])=[O:5].[CH2:26]([C:31]([CH2:33][CH2:34][CH:35]([CH3:37])[CH3:36])=O)[CH2:27][CH:28]([CH3:30])[CH3:29].C(O[BH-](OC(=O)C)OC(=O)C)(=O)C.[Na+].C([O-])(O)=O.[Na+]>C(Cl)Cl>[ClH:1].[CH2:19]([O:18][C:15]1[CH:14]=[CH:13][C:12]([CH2:11][C@H:3]([NH:2][CH:31]([CH2:26][CH2:27][CH:28]([CH3:30])[CH3:29])[CH2:33][CH2:34][CH:35]([CH3:36])[CH3:37])[C:4]([NH:6][C:7]([CH3:8])([CH3:10])[CH3:9])=[O:5])=[CH:17][CH:16]=1)[C:20]1[CH:25]=[CH:24][CH:23]=[CH:22][CH:21]=1 |f:0.1,3.4,5.6,8.9|. Procedure details: (S)-2-Amino-3-(4-benzyloxy-phenyl)-N-tert-butyl-propionamide monohydrochloride (1.04 g, 2.87 mmol, Example 2, Step A) and diisoamyl ketone (0.490 g, 2.87 mmol, Aldrich, Milwaukee, Wis.) were mixed in CH2Cl2 (25 mL). After stirring at ambient temperature under a nitrogen atmosphere for 30 minutes, the solution was cooled to 0° C. in an ice-water bath. To this solution was added sodium triacetoxyborohydride (0.910 g, 4.30 mmol). The resulting reaction mixture was stirred for 30 minutes at 0° C., f...